Dataset: the Open Reaction Database (ORD), a public repository of structured organic reaction records. Task: describe an organic reaction: reactants, conditions, products, and yield The reactants are CCCC[N+](CCCC)(CCCC)CCCC, C1CCOC1, COC(=O)c1ccc(OCCc2c(CCO[Si](c3ccccc3)(c3ccccc3)C(C)(C)C)n(C(c3ccccc3)c3ccccc3)c3ccc(Cl)cc23)cc1OC, [F-]. Yields the product COC(=O)c1ccc(OCCc2c(CCO)n(C(c3ccccc3)c3ccccc3)c3ccc(Cl)cc23)cc1OC. RXN SMILES: [CH2:2]([N+:3]([CH2:4][CH2:5][CH2:6][CH3:7])([CH2:8][CH2:9][CH2:10][CH3:11])[CH2:12][CH2:13][CH2:14][CH3:15])[CH2:16][CH2:17][CH3:18].[CH2:77]1[O:78][CH2:79][CH2:80][CH2:81]1.[CH3:19][O:20][C:21]([c:22]1[c:23]([O:74][CH3:75])[cH:24][c:25]([O:28][CH2:29][CH2:30][c:31]2[c:32]([CH2:54][CH2:55][O:56][Si:57]([C:58]([CH3:59])([CH3:60])[CH3:61])([c:62]3[cH:63][cH:64][cH:65][cH:66][cH:67]3)[c:68]3[cH:69][cH:70][cH:71][cH:72][cH:73]3)[n:33]([CH:41]([c:42]3[cH:43][cH:44][cH:45][cH:46][cH:47]3)[c:48]3[cH:49][cH:50][cH:51][cH:52][cH:53]3)[c:34]3[cH:35][cH:36][c:37]([Cl:40])[cH:38][c:39]23)[cH:26][cH:27]1)=[O:76].[F-:1]>>[CH3:19][O:20][C:21]([c:22]1[c:23]([O:74][CH3:75])[cH:24][c:25]([O:28][CH2:29][CH2:30][c:31]2[c:32]([CH2:54][CH2:55][OH:56])[n:33]([CH:41]([c:42]3[cH:43][cH:44][cH:45][cH:46][cH:47]3)[c:48]3[cH:49][cH:50][cH:51][cH:52][cH:53]3)[c:34]3[cH:35][cH:36][c:37]([Cl:40])[cH:38][c:39]23)[cH:26][cH:27]1)=[O:76]. Procedure: 2-hydroxymethyl-acrylonitrile (37 mmol, 3.1 g, prepared as per procedure described by Csuk et al. in Tetrahedron, 1996, 52, 9759-9776) was treated with dimethylamine (25 mL of a 2M solution in THF) and the reaction was heated in a sealed vessel at 45° C. for 14 h. The reaction was cooled to room temperature and all the volatiles were removed by concentration under vacuum. The crude 2-hydroxymethyl-3-dimethylaminopropionitrile thus obtained was dissolved in dry THF (50-60 mL) and this solution wa... The reactants are OCC(C#N)=C (2-hydroxymethyl-acrylonitrile), CNC (dimethylamine), solution. Product: OCC(C#N)CN(C)C (2-hydroxymethyl-3-dimethylaminopropionitrile). RXN SMILES: [OH:1][CH2:2][C:3](=[CH2:6])[C:4]#[N:5].[CH3:7][NH:8][CH3:9]>C1COCC1>[OH:1][CH2:2][CH:3]([CH2:6][N:8]([CH3:9])[CH3:7])[C:4]#[N:5]. Run at temperature 45 celsius. Run in C1CCOC1 (THF). Starting materials: Cc1ccccc1, CN(C)C=O, O=S(Cl)Cl, O=C(O)c1ccc(C=Cc2ccccc2)cc1. The product is [Cl-], O=C(O)c1ccc(C=Cc2ccccc2)cc1. As a reaction SMILES: [CH3:22][c:23]1[cH:24][cH:25][cH:26][cH:27][cH:28]1.[CH3:29][N:30]([CH3:31])[CH:32]=[O:33].[S:18]([Cl:19])([Cl:20])=[O:21].[c:1]1([CH:10]=[CH:11][c:12]2[cH:13][cH:14][cH:15][cH:16][cH:17]2)[cH:2][cH:3][c:4]([C:7](=[O:8])[OH:9])[cH:5][cH:6]1>>[Cl-:20].[c:1]1([CH:10]=[CH:11][c:12]2[cH:13][cH:14][cH:15][cH:16][cH:17]2)[cH:2][cH:3][c:4]([C:7](=[O:8])[OH:9])[cH:5][cH:6]1. RXN SMILES: [CH2:1]([S:3]([N:6]1[CH2:11][CH2:10][C:9]([CH2:14][CH:15]2[CH2:19][CH2:18][CH2:17][O:16]2)([C:12]#[N:13])[CH2:8][CH2:7]1)(=[O:5])=[O:4])[CH3:2].N.O>CO.[Ni]>[CH2:1]([S:3]([N:6]1[CH2:11][CH2:10][C:9]([CH2:12][NH2:13])([CH2:14][CH:15]2[CH2:19][CH2:18][CH2:17][O:16]2)[CH2:8][CH2:7]1)(=[O:5])=[O:4])[CH3:2]. The solvent is CO (methanol). Reactants: C(C)S(=O)(=O)N1CCC(CC1)(C#N)CC1OCCC1 (1-(ethylsulfonyl)-4-(tetrahydrofuran-2-ylmethyl)piperidine-4-carbonitrile), O (water), N (ammonia). Reaction conditions: time 12 hour. Reagents/catalysts: [Ni] (Raney nickel). Procedure details: In a heavy wall flask was placed 1-(ethylsulfonyl)-4-(tetrahydrofuran-2-ylmethyl)piperidine-4-carbonitrile (15, 2 g, 6.98 mmol) and 2N ammonia in methanol (50 ml). To this was added commercially available Raney nickel slurry in water (1.8 g, 20.94 mmol) and the solution agitated under hydrogen atmosphere (45 psi) at room temp for 12 hours. The catalyst was filtered off using celite and washed with MeOH (200 ml) and the combined organics concentrated in vacuo to give 1-[1-(ethylsulfonyl)-4-(tetra... Product: C(C)S(=O)(=O)N1CCC(CC1)(CC1OCCC1)CN (1-[1-(ethylsulfonyl)-4-(tetrahydrofuran-2-ylmethyl)piperidin-4-yl]methanamine). The reactants are BrC(C(=O)OCC1=CC=CC=C1)CCC1=CC=CC=C1 (benzyl 2-bromo-4-phenylbutyrate), C(C)(C)(C)OC([C@@H](N)CC1=CC=CC=C1)=O ((L)-phenylalanine tert-butyl ester), C([O-])([O-])=O.[K+].[K+] (potassium carbonate), CN(P(N(C)C)(N(C)C)=O)C (hexamethylphosphoric triamide). Solvent: C(C)(=O)OCC (ethyl acetate). Conditions: time 8 hour. The product is C(C)(C)(C)OC([C@@H](N[C@@H](CCC1=CC=CC=C1)C(=O)OCC1=CC=CC=C1)CC1=CC=CC=C1)=O (N-((1S)-1-benzyloxycarbonyl-3-phenylpropyl)-(L)-phenylalanine tert-butyl ester), C(C)(C)(C)OC([C@@H](N[C@H](CCC1=CC=CC=C1)C(=O)OCC1=CC=CC=C1)CC1=CC=CC=C1)=O (N-((1R)-1-benzyloxycarbonyl-3-phenylpropyl)-(L)-phenylalanine tert-butyl ester). Reaction SMILES: Br[CH:2]([CH2:13][CH2:14][C:15]1[CH:20]=[CH:19][CH:18]=[CH:17][CH:16]=1)[C:3]([O:5][CH2:6][C:7]1[CH:12]=[CH:11][CH:10]=[CH:9][CH:8]=1)=[O:4].[C:21]([O:25][C:26](=[O:36])[C@H:27]([CH2:29][C:30]1[CH:35]=[CH:34][CH:33]=[CH:32][CH:31]=1)[NH2:28])([CH3:24])([CH3:23])[CH3:22].C(=O)([O-])[O-].[K+].[K+].CN(C)P(=O)(N(C)C)N(C)C>C(OCC)(=O)C>[C:21]([O:25][C:26](=[O:36])[C@H:27]([CH2:29][C:30]1[CH:35]=[CH:34][CH:33]=[CH:32][CH:31]=1)[NH:28][C@H:2]([C:3]([O:5][CH2:6][C:7]1[CH:12]=[CH:11][CH:10]=[CH:9][CH:8]=1)=[O:4])[CH2:13][CH2:14][C:15]1[CH:20]=[CH:19][CH:18]=[CH:17][CH:16]=1)([CH3:24])([CH3:22])[CH3:23].[C:21]([O:25][C:26](=[O:36])[C@H:27]([CH2:29][C:30]1[CH:35]=[CH:34][CH:33]=[CH:32][CH:31]=1)[NH:28][C@@H:2]([C:3]([O:5][CH2:6][C:7]1[CH:12]=[CH:11][CH:10]=[CH:9][CH:8]=1)=[O:4])[CH2:13][CH2:14][C:15]1[CH:20]=[CH:19][CH:18]=[CH:17][CH:16]=1)([CH3:24])([CH3:22])[CH3:23] |f:2.3.4|. Procedure details: A mixture of 33 g of benzyl 2-bromo-4-phenylbutyrate, 22.1 g of (L)-phenylalanine tert-butyl ester, 13.8 g of potassium carbonate and 30 ml of hexamethylphosphoric triamide was stirred at room temperature overnight. Then, ethyl acetate was added to the mixture, and the insolubles were removed by filtration. The filtrate was washed and dried, and then the solvent was removed. The residue was purified by silica gel to obtain 16.6 g of N-((1S)-1-benzyloxycarbonyl-3-phenylpropyl)-(L)-phenylalanine t...